This data is from the Open Reaction Database (ORD), a public repository of structured organic reaction records. The task is: describe an organic reaction: reactants, conditions, products, and yield Reactants: Cl (HCl), CS(=O)(=O)OC(CCC(C1=CC=C(C=C1)[N+](=O)[O-])OS(=O)(=O)C)C1=CC=C(C=C1)[N+](=O)[O-] (1,4-Bis(4-nitrophenyl)butane-1,4-diyl dimethanesulfonate), C(C)(C)(C)C1=CC=C(N)C=C1 (4-tert-butylaniline), C(C)(=O)OCC (ethyl acetate). Run in CN(C)C=O (DMF). Reaction conditions: time 10 minute. The product is C(C)(C)(C)C1=CC=C(C=C1)N1C(CCC1C1=CC=C(C=C1)[N+](=O)[O-])C1=CC=C(C=C1)[N+](=O)[O-] (1-(4-tert-butylphenyl)-2,5-bis(4-nitrophenyl)pyrrolidine). Reaction SMILES: CS(O[CH:6]([C:24]1[CH:29]=[CH:28][C:27]([N+:30]([O-:32])=[O:31])=[CH:26][CH:25]=1)[CH2:7][CH2:8][CH:9](OS(C)(=O)=O)[C:10]1[CH:15]=[CH:14][C:13]([N+:16]([O-:18])=[O:17])=[CH:12][CH:11]=1)(=O)=O.[C:33]([C:37]1[CH:43]=[CH:42][C:40]([NH2:41])=[CH:39][CH:38]=1)([CH3:36])([CH3:35])[CH3:34].C(OCC)(=O)C.Cl>CN(C=O)C>[C:33]([C:37]1[CH:38]=[CH:39][C:40]([N:41]2[CH:9]([C:10]3[CH:15]=[CH:14][C:13]([N+:16]([O-:18])=[O:17])=[CH:12][CH:11]=3)[CH2:8][CH2:7][CH:6]2[C:24]2[CH:29]=[CH:28][C:27]([N+:30]([O-:32])=[O:31])=[CH:26][CH:25]=2)=[CH:42][CH:43]=1)([CH3:36])([CH3:34])[CH3:35]. Procedure details: The product from Example 1C (3.67 g, 7.51 mmol) and 4-tert-butylaniline (11.86 ml, 75 mmol) in DMF (40 ml) was stirred under nitrogen at 50° C. for 4 h. The resulting mixture was diluted into ethyl acetate, treated with 1M HCl, stirred for 10 minutes and filtered to remove solids. The filtrate organic layer was washed twice with brine, dried with sodium sulfate, filtered and evaporated. The residue was purified by chromatography on silica gel eluting with ethyl acetate in hexane (5% to 30%) to g... Yield: 47.0%. Procedure: By an operation in the same manner as in Example 1 and using (2S,3S)-3-ethyl-2-methylpyrrolidin-3-ol 0.5 oxalate (257 mg), 2,4-difluoro-3-methylbenzonitrile (340 mg) and lithium carbonate (218 mg), the title compound was obtained as colorless oil (yield: 184 mg, yield: 47%). Product: C(C)[C@]1([C@@H](N(CC1)C1=C(C(=C(C#N)C=C1)F)C)C)O (4-[(2S,3S)-3-ethyl-3-hydroxy-2-methylpyrrolidin-1-yl]-2-fluoro-3-methylbenzonitrile), oil. Reaction SMILES: [CH2:1]([C@:3]1([OH:9])[CH2:7][CH2:6][NH:5][C@H:4]1[CH3:8])[CH3:2].[F:10][C:11]1[C:18]([CH3:19])=[C:17](F)[CH:16]=[CH:15][C:12]=1[C:13]#[N:14].C(=O)([O-])[O-].[Li+].[Li+]>>[CH2:1]([C@:3]1([OH:9])[CH2:7][CH2:6][N:5]([C:17]2[CH:16]=[CH:15][C:12]([C:13]#[N:14])=[C:11]([F:10])[C:18]=2[CH3:19])[C@H:4]1[CH3:8])[CH3:2] |f:2.3.4|. The reactants are C([O-])([O-])=O.[Li+].[Li+] (lithium carbonate), C(C)[C@]1([C@@H](NCC1)C)O ((2S,3S)-3-ethyl-2-methylpyrrolidin-3-ol), FC1=C(C#N)C=CC(=C1C)F (2,4-difluoro-3-methylbenzonitrile). Starting materials: N1=C(C=CC(=C1)C)C (2,5-Lutidine), ClC=1C=C(C(=O)OO)C=CC1 (m-Chloroperoxybenzoic acid). Run in C(Cl)(Cl)Cl (chloroform). Conditions: time 8 hour. Yields the product CC1=[N+](C=C(C=C1)C)[O-] (2,5-Dimethyl-pyridine 1-oxide). Isolated yield 83.7%. As a reaction SMILES: [N:1]1[CH:6]=[C:5]([CH3:7])[CH:4]=[CH:3][C:2]=1[CH3:8].ClC1C=C(C=CC=1)C(OO)=[O:14]>C(Cl)(Cl)Cl>[CH3:8][C:2]1[CH:3]=[CH:4][C:5]([CH3:7])=[CH:6][N+:1]=1[O-:14]. Procedure: 2,5-Lutidine (1419 g) was dissolved in chloroform (13.5 L) and cooled to below 10° C. m-Chloroperoxybenzoic acid (70%, 3354.21 g) was added portion-wise to maintain the temperature at below 10° C., and then the reaction was warmed to room temperature and stirred overnight. Once no starting material was seen by tlc analysis, the mixture was cooled to 10° C. and quenched with aqueous 20% sodium hydroxide (2.5 L to 3 L) dropwise while maintaining a temperature below 20° C., which resulted in the fo... Starting materials: C(C)N(CC1=CC=CC=C1)CCCN1C2=C(C(N(C3=C1C=CC=C3)C)=O)C(=CC(=N2)C)C (11-[3-(N-ethyl-N-benzyl-amino)-propyl]-6,11-dihydro-2,4,6-trimethyl-5H-pyrido[2,3-b][1,5]benzodiazepin-5-one). The reagents and catalysts are [Pd] (palladium-on-charcoal). The solvent is CO (methanol). Product: C(C)NCCCN1C2=C(C(N(C3=C1C=CC=C3)C)=O)C(=CC(=N2)C)C (11-(3-ethylamino-propyl)-6,11-dihydro-2,4,6-trimethyl-5H-pyrido[2,3-b][1,5]benzodiazepin-5-one). As a reaction SMILES: [CH2:1]([N:3]([CH2:11][CH2:12][CH2:13][N:14]1[C:20]2[CH:21]=[CH:22][CH:23]=[CH:24][C:19]=2[N:18]([CH3:25])[C:17](=[O:26])[C:16]2[C:27]([CH3:32])=[CH:28][C:29]([CH3:31])=[N:30][C:15]1=2)CC1C=CC=CC=1)[CH3:2]>CO.[Pd]>[CH2:1]([NH:3][CH2:11][CH2:12][CH2:13][N:14]1[C:20]2[CH:21]=[CH:22][CH:23]=[CH:24][C:19]=2[N:18]([CH3:25])[C:17](=[O:26])[C:16]2[C:27]([CH3:32])=[CH:28][C:29]([CH3:31])=[N:30][C:15]1=2)[CH3:2]. Reported procedure: 14 gm of the end product of step (a) were hydrogenated in 400 ml of methanol in the presence of 5 gm of 10% palladium-on-charcoal at 50° C. and 50 atmospheres. After separating the catalyst, the reaction mixture was evaporated in vacuo, and the residue was purified on a silica gel column. Then, the product was recrystallized from petroleum ether (b.p. 100°-140° C.), yielding 42% of theory of 11-(3-ethylamino-propyl)-6,11-dihydro-2,4,6-trimethyl-5H-pyrido[2,3-b][1,5]benzodiazepin-5-one which had ... The reactants are C(CCCCCCC)C=1C=NC(=NC1)C1=CC=C(C=C1)O (5-octyl-2-(4-hydroxyphenyl)pyrimidine), FC(C(C(OC(C(OC(C(C(C(C(CO)(F)F)(F)F)(F)F)(F)F)(F)F)(F)F)(F)F)(F)F)(F)F)(C(F)(F)F)F (6-(2-(nonafluorobutoxy)tetrafluoroethoxy)-2,2,3,3,4,4,5,5,6,6-decafluorohexanol), CC=1C=CC(=CC1)S(=O)(=O)O (p-toluenesulfonate), C1(=CC=C(C=C1)S(=O)(=O)Cl)C (p-toluenesulfonyl chloride), FC(C(C(OC(C(OC(C(C(C(C(COCCS(=O)(=O)C1=CC=C(C=C1)C)(F)F)(F)F)(F)F)(F)F)(F)F)(F)F)(F)F)(F)F)(F)F)(C(F)(F)F)F (2-(6-(2-(nonafluorobutoxy)tetrafluoroethoxy)-2,2,3,3,4,4,5,5,6,6-decafluorohexyloxy)-1-p-toluenesulfonyl ethane), C1(OCCO1)=O (ethylene carbonate). Yields the product C(CCCCCCC)C=1C=NC(=NC1)C1=CC=C(C=C1)OCCOCC(C(C(C(C(F)(F)OC(C(OC(C(C(C(F)(F)F)(F)F)(F)F)(F)F)(F)F)(F)F)(F)F)(F)F)(F)F)(F)F (5-Octyl-2-[4-(2-(6-(2-(nonafluorobutoxy)tetrafluoroethoxy)-2,2,3,3,4,4,5,5,6,6-decafluorohexyloxy)ethoxy)phenyl]pyrimidine). As a reaction SMILES: [CH2:1]([C:9]1[CH:10]=[N:11][C:12]([C:15]2[CH:20]=[CH:19][C:18]([OH:21])=[CH:17][CH:16]=2)=[N:13][CH:14]=1)[CH2:2][CH2:3][CH2:4][CH2:5][CH2:6][CH2:7][CH3:8].[F:22][C:23]([F:71])([C:67]([F:70])([F:69])[F:68])[C:24]([F:66])([F:65])[C:25]([F:64])([F:63])[O:26][C:27]([F:62])([F:61])[C:28]([F:60])([F:59])[O:29][C:30]([F:58])([F:57])[C:31]([F:56])([F:55])[C:32]([F:54])([F:53])[C:33]([F:52])([F:51])[C:34]([F:50])([F:49])[CH2:35][O:36][CH2:37][CH2:38]S(C1C=CC(C)=CC=1)(=O)=O.C1(=O)OCCO1.FC(F)(C(F)(F)F)C(F)(F)C(F)(F)OC(F)(F)C(F)(F)OC(F)(F)C(F)(F)C(F)(F)C(F)(F)C(F)(F)CO.CC1C=CC(S(O)(=O)=O)=CC=1.C1(C)C=CC(S(Cl)(=O)=O)=CC=1>>[CH2:1]([C:9]1[CH:14]=[N:13][C:12]([C:15]2[CH:20]=[CH:19][C:18]([O:21][CH2:38][CH2:37][O:36][CH2:35][C:34]([F:49])([F:50])[C:33]([F:51])([F:52])[C:32]([F:53])([F:54])[C:31]([F:55])([F:56])[C:30]([O:29][C:28]([F:59])([F:60])[C:27]([F:61])([F:62])[O:26][C:25]([F:63])([F:64])[C:24]([F:66])([F:65])[C:23]([F:22])([F:71])[C:67]([F:70])([F:69])[F:68])([F:58])[F:57])=[CH:17][CH:16]=2)=[N:11][CH:10]=1)[CH2:2][CH2:3][CH2:4][CH2:5][CH2:6][CH2:7][CH3:8]. Procedure: The title compound was prepared essentially as in Example 1 by combining 5-octyl-2-(4-hydroxyphenyl)pyrimidine (1.04 g, 3.64 mmol) and 2-(6-(2-(nonafluorobutoxy)tetrafluoroethoxy)-2,2,3,3,4,4,5,5,6,6-decafluorohexyloxy)-1-p-toluenesulfonyl ethane (3.36 g, 4.05 mmol; prepared by combining ethylene carbonate and 6-(2-(nonafluorobutoxy)tetrafluoroethoxy)-2,2,3,3,4,4,5,5,6,6-decafluorohexanol and then preparing the p-toluenesulfonate from p-toluenesulfonyl chloride. The resulting crude product was i... Reactants: CC(C(=O)OCC1=CC(=C(C=C1)C1=C(C=CC(=C1)OC)F)C1=NN=CN1C(C)C)(C)C ((2′-Fluoro-2-(4-(1-methylethyl)-4H-1,2,4-triazol-3-yl)-5′-(methyloxy)-1,1′-biphenyl-4-yl)methyl 2,2-dimethylpropanoate), LiOH monohydrate. The solvent is O (water), CO (MeOH). Conditions: time 30 minute. Yields the product FC1=C(C=C(C=C1)OC)C1=C(C=C(C=C1)CO)C1=NN=CN1C(C)C ((2′-Fluoro-2-(4-(1-methylethyl)-4H-1,2,4-triazol-3-yl)-5′-(methyloxy)-1,1′-biphenyl-4-yl)methanol). Yield: 213.5%. Reaction SMILES: CC(C)(C)C([O:5][CH2:6][C:7]1[CH:12]=[CH:11][C:10]([C:13]2[CH:18]=[C:17]([O:19][CH3:20])[CH:16]=[CH:15][C:14]=2[F:21])=[C:9]([C:22]2[N:26]([CH:27]([CH3:29])[CH3:28])[CH:25]=[N:24][N:23]=2)[CH:8]=1)=O>CO.O>[F:21][C:14]1[CH:15]=[CH:16][C:17]([O:19][CH3:20])=[CH:18][C:13]=1[C:10]1[CH:11]=[CH:12][C:7]([CH2:6][OH:5])=[CH:8][C:9]=1[C:22]1[N:26]([CH:27]([CH3:29])[CH3:28])[CH:25]=[N:24][N:23]=1. Procedure: To a room temperature solution of 29.4 (50 mg, 118 μmol) in MeOH (3.0 mL) was added LiOH monohydrate (1.0 M, 494 μL, 494 μmol). The mixture was stirred at room temperature for 30 minutes, diluted with water, and extracted with 30% IPA/chloroform. After removal of organic solvents under reduced pressure, purification of the residue by flash chromatography on silica gel with 0-10% MeOH/DCM for elution gave 29.5 as colorless solid (86 mg, 89%)